From a dataset of the Open Reaction Database (ORD), a public repository of structured organic reaction records. describe an organic reaction: reactants, conditions, products, and yield Starting materials: CCc1cn(C2CC(I)C(CO)O2)c(=O)[nH]c1=O, O, [Pd]. The product is CCc1cn(C2CCC(CO)O2)c(=O)[nH]c1=O. As a reaction SMILES: [CH2:1]([CH3:2])[c:3]1[c:4](=[O:18])[nH:5][c:6](=[O:17])[n:7]([CH:8]2[CH2:9][CH:10]([I:15])[CH:11]([CH2:12][OH:13])[O:14]2)[cH:16]1.[OH2:19].[Pd:20]>>[CH2:1]([CH3:2])[c:3]1[c:4](=[O:18])[nH:5][c:6](=[O:17])[n:7]([CH:8]2[CH2:9][CH2:10][CH:11]([CH2:12][OH:13])[O:14]2)[cH:16]1. Starting materials: CC1(C)COc2ccc(Br)cc21, C1CCOC1, CC=O, [Cl-], [NH4+]. The product is CC(O)c1ccc2c(c1)C(C)(C)CO2. As a reaction SMILES: [Br:1][c:2]1[cH:3][cH:4][c:5]2[c:6]([cH:12]1)[C:7]([CH3:10])([CH3:11])[CH2:8][O:9]2.[CH2:18]1[O:19][CH2:20][CH2:21][CH2:22]1.[CH:13]([CH3:14])=[O:15].[Cl-:16].[NH4+:17]>>[c:2]1([CH:13]([CH3:14])[OH:15])[cH:3][cH:4][c:5]2[c:6]([cH:12]1)[C:7]([CH3:10])([CH3:11])[CH2:8][O:9]2. The product is FC(C(=O)N1CCC2=C(C(C1)C)C=C(C(=C2)OC)Cl)(F)F (N-Trifluoroacetyl-8-chloro-7-methoxy-1-methyl-2,3,4,5-tetrahydro-1H-3-benzazepine). Conditions: time 8 hour. Procedure details: A solution of N-trifluoroacetyl-7-methoxy-1-methyl-2,3,4,5-tetrahydro-1H-3-benzazepine (0.900 g, 2.67 mmol) in acetonitrile (30 mL) was treated with N-chlorosuccinimide (0.357 g, 2.67 mmol) and stirred overnight at 70 C. The product mixture was diluted with water (100 mL), extracted twice with EtOAc (100 mL), the combined organic phases washed with brine (100 mL), dried with Na2SO4 and concentrated. Flash chromatography (20% EtOAc in hexane, silica) resulted in 0.399 g of a clear oil. 1H NMR (40... Run in O (water), C(C)#N (acetonitrile). The yield is 46.4%. RXN SMILES: [F:1][C:2]([F:20])([F:19])[C:3]([N:5]1[CH2:11][CH:10]([CH3:12])[C:9]2[CH:13]=[CH:14][C:15]([O:17][CH3:18])=[CH:16][C:8]=2[CH2:7][CH2:6]1)=[O:4].[Cl:21]N1C(=O)CCC1=O>C(#N)C.O>[F:20][C:2]([F:1])([F:19])[C:3]([N:5]1[CH2:11][CH:10]([CH3:12])[C:9]2[CH:13]=[C:14]([Cl:21])[C:15]([O:17][CH3:18])=[CH:16][C:8]=2[CH2:7][CH2:6]1)=[O:4]. The reactants are FC(C(=O)N1CCC2=C(C(C1)C)C=CC(=C2)OC)(F)F (N-trifluoroacetyl-7-methoxy-1-methyl-2,3,4,5-tetrahydro-1H-3-benzazepine), ClN1C(CCC1=O)=O (N-chlorosuccinimide). The reactants are N1CCC(CC1)N1C(NC2=NC=CC=C21)=O (1-piperidin-4-yl-1,3-dihydroimidazo[4,5-b]pyridin-2-one), ClC1=CC(=NC=N1)NC1=CC2=C(NC(O2)=O)C(=C1)C (6-(6-chloro-pyrimidin-4-ylamino)-4-methyl-3H-benzoxazol-2-one), C([O-])([O-])=O.[K+].[K+] (potassium carbonate). Solvent: CN1CCCC1=O (NMP), CN(C)C=O (DMF). The product is CC1=CC(=CC2=C1NC(O2)=O)NC2=CC(=NC=N2)N2CCC(CC2)N2C(NC1=NC=CC=C12)=O (1-{1-[6-(4-methyl-2-oxo-2,3-dihydro-benzoxazol-6-ylamino)-pyrimidin-4-yl]-piperidin-4-yl}-1,3-dihydro-imidazo[4,5-b]pyridin-2-one). As a reaction SMILES: [NH:1]1[CH2:6][CH2:5][CH:4]([N:7]2[C:15]3[C:10](=[N:11][CH:12]=[CH:13][CH:14]=3)[NH:9][C:8]2=[O:16])[CH2:3][CH2:2]1.Cl[C:18]1[N:23]=[CH:22][N:21]=[C:20]([NH:24][C:25]2[CH:34]=[C:33]([CH3:35])[C:28]3[NH:29][C:30](=[O:32])[O:31][C:27]=3[CH:26]=2)[CH:19]=1.C(=O)([O-])[O-].[K+].[K+]>CN1C(=O)CCC1.CN(C=O)C>[CH3:35][C:33]1[C:28]2[NH:29][C:30](=[O:32])[O:31][C:27]=2[CH:26]=[C:25]([NH:24][C:20]2[N:21]=[CH:22][N:23]=[C:18]([N:1]3[CH2:2][CH2:3][CH:4]([N:7]4[C:15]5[C:10](=[N:11][CH:12]=[CH:13][CH:14]=5)[NH:9][C:8]4=[O:16])[CH2:5][CH2:6]3)[CH:19]=2)[CH:34]=1 |f:2.3.4|. Procedure details: 276 mg (1.26 mmol) 1-piperidin-4-yl-1,3-dihydroimidazo[4,5-b]pyridin-2-one, 350 mg (0.987 mmol) 6-(6-chloro-pyrimidin-4-ylamino)-4-methyl-3H-benzoxazol-2-one and 350 mg (2.53 mmol) potassium carbonate in 2 mL NMP were stirred for 2 h at 130° C. After cooling to RT the reaction mixture was diluted with DMF and purified by preparative HPLC. The product-containing fractions were combined and freeze-dried. The reactants are C(C1=CC=CC=C1)OC(=O)N[C@H](CO)C ((5)-2-benzyloxycarbonylaminopropanol), [Si](C)(C)(C(C)(C)C)Cl (t-butyldimethylsilyl chloride), N1C=NC=C1 (imidazole). Solvent: CN(C=O)C (dimethylformamide). Product: [Si](C)(C)(C(C)(C)C)OC[C@@H](C)NC(OCC1=CC=CC=C1)=O (Benzyl N-[2-t-Butyldimethylsilyloxy-1(R)-methylethyl]carbamate). Isolated yield 84.7%. RXN SMILES: [CH2:1]([O:8][C:9]([NH:11][C@@H:12]([CH3:15])[CH2:13][OH:14])=[O:10])[C:2]1[CH:7]=[CH:6][CH:5]=[CH:4][CH:3]=1.[Si:16](Cl)([C:19]([CH3:22])([CH3:21])[CH3:20])([CH3:18])[CH3:17].N1C=CN=C1>CN(C)C=O>[Si:16]([O:14][CH2:13][C@H:12]([NH:11][C:9](=[O:10])[O:8][CH2:1][C:2]1[CH:7]=[CH:6][CH:5]=[CH:4][CH:3]=1)[CH3:15])([C:19]([CH3:22])([CH3:21])[CH3:20])([CH3:18])[CH3:17]. Reported procedure: A procedure similar to that described in Preparation 8 was repeated, except that 12.54 g of (5)-2-benzyloxycarbonylaminopropanol (prepared as described in Preparation 23), 9.97 g of t-butyldimethylsilyl chloride, 4.90 g of imidazole and 150 ml of anhydrous dimethylformamide were used, to give 16.43 g of the title compound having an Rf value of 0.54 (on silica gel thin layer chromatography, using a 1:4 by volume mixture of ethyl acetate and hexane as the developing solvent). Product: CCOC(=O)c1ccc(OC(=O)C2CCCc3c(N)cccc32)cc1. Reactants: C, CCOC(C)=O, CCOC(=O)c1ccc(OC(=O)C2CCCc3c2cccc3[N+](=O)[O-])cc1, [Pd]. As a reaction SMILES: [C:34].[CH3:28][CH2:29][O:30][C:31](=[O:32])[CH3:33].[N+:1]([O-:2])(=[O:3])[c:4]1[c:5]2[c:10]([cH:11][cH:12][cH:13]1)[CH:9]([C:14](=[O:15])[O:16][c:17]1[cH:18][cH:19][c:20]([C:23](=[O:24])[O:25][CH2:26][CH3:27])[cH:21][cH:22]1)[CH2:8][CH2:7][CH2:6]2.[Pd:35]>>[NH2:1][c:4]1[c:5]2[c:10]([cH:11][cH:12][cH:13]1)[CH:9]([C:14](=[O:15])[O:16][c:17]1[cH:18][cH:19][c:20]([C:23](=[O:24])[O:25][CH2:26][CH3:27])[cH:21][cH:22]1)[CH2:8][CH2:7][CH2:6]2.